This data is from the Open Reaction Database (ORD), a public repository of structured organic reaction records. The task is: describe an organic reaction: reactants, conditions, products, and yield Reactants: C(C)(C)(C)OC(=O)NC1=C(C=CC=C1)F (N-t-butoxycarbonyl-2-fluoroaniline), CSSC (dimethyl disulfide). Yields the product FC1=C(N)C(=CC=C1)SC (2-fluoro-6-methylthioaniline). As a reaction SMILES: C(OC([NH:8][C:9]1[CH:14]=[CH:13][CH:12]=[CH:11][C:10]=1[F:15])=O)(C)(C)C.[CH3:16][S:17]SC>>[F:15][C:10]1[CH:11]=[CH:12][CH:13]=[C:14]([S:17][CH3:16])[C:9]=1[NH2:8]. Procedure details: This material was prepared for N-t-butoxycarbonyl-2-fluoroaniline and dimethyl disulfide following the general procedure outlined in Example 102. IR and 1H NMR spectra of the product were consistent with the assigned structure. Reaction conditions: temperature 110 celsius. RXN SMILES: [C:1]1([CH3:7])[CH:6]=[CH:5][CH:4]=[CH:3][CH:2]=1.[CH2:8]=[CH:9][CH:10]=[CH2:11]>C(O)(C)C>[C:1]1([CH2:7][CH:8]=[CH:9][CH2:10][CH3:11])[CH:6]=[CH:5][CH:4]=[CH:3][CH:2]=1. Reported procedure: The powdery catalyst that had been prepared in the same manner as in Example 1 was incorporated with 1000 g of toluene that had been dehydrated with molecular sieve, in a stream of nitrogen with heating to 110° C. Subsequently 70 g of 1,3-butadiene was introduced into the reaction system with vigorous stirring for one (1) hour to carry out the reaction. After cooling the system, the catalyst was deactivated by adding isopropyl alcohol thereto and then the reaction liquid was sampled for analysis... Isolated yield 77.2%. The reactants are C1(=CC=CC=C1)C (toluene), C=CC=C (1,3-butadiene), ( 1 ). The product is C1(=CC=CC=C1)CC=CCC (phenyl-2-pentene). Run in C(C)(C)O (isopropyl alcohol). Reactants: C(=C)C=1C=CC(=C(C#N)C1)OC1=CC(=CC=C1)C(F)(F)F (5-ethenyl-2-{[3-(trifluoromethyl)phenyl]oxy}benzonitrile), B1C2CCCC1CCC2 (9-BBN), [O-]S(=O)[O-].[Na+].[Na+] (Na2SO3). The solvent is C1CCOC1 (THF), C1CCOC1 (THF). Run at time 2 hour. Yields the product OCCC=1C=CC(=C(C#N)C1)OC1=CC(=CC=C1)C(F)(F)F (5-(2-hydroxyethyl)-2-{[3-(trifluoromethyl)phenyl]oxy}benzonitrile). Isolated yield 51.4%. RXN SMILES: B1C2CCCC1CCC2.[CH:10]([C:12]1[CH:13]=[CH:14][C:15]([O:20][C:21]2[CH:26]=[CH:25][CH:24]=[C:23]([C:27]([F:30])([F:29])[F:28])[CH:22]=2)=[C:16]([CH:19]=1)[C:17]#[N:18])=[CH2:11].[O-:31]S([O-])=O.[Na+].[Na+]>C1COCC1>[OH:31][CH2:11][CH2:10][C:12]1[CH:13]=[CH:14][C:15]([O:20][C:21]2[CH:26]=[CH:25][CH:24]=[C:23]([C:27]([F:28])([F:29])[F:30])[CH:22]=2)=[C:16]([CH:19]=1)[C:17]#[N:18] |f:2.3.4|. Procedure: To a stirred a solution of 9-BBN (10.37 mL, 5.19 mmol) in dry THF (30 mL) was added dropwise a solution of 5-ethenyl-2-{[3-(trifluoromethyl)phenyl]oxy}benzonitrile (1 g, 3.46 mmol) in THF (30 mL) under nitrogen at 0° C. for 0.5 h. The mixture was then allowed to warm to room temperature and stirring continued for 2 h. Na2SO3 was added to quench the reaction. Purification via flash chromatography then afforded the title compound (546 mg, 1.777 mmol, 51.4% yield). Reactants: CCOC(=O)CCCCCCBr, COC(=O)CCCC#CCBr, CCOC(=O)CC(C)=O, CCOC(=O)CC(=O)CC. Product: CCOC(=O)CCCCCCC(C(=O)CC)C(=O)OCC. Reaction SMILES: [Br:20][CH2:21][CH2:22][CH2:23][CH2:24][CH2:25][CH2:26][C:27](=[O:28])[O:29][CH2:30][CH3:31].[Br:32][CH2:33][C:34]#[C:35][CH2:36][CH2:37][CH2:38][C:39]([O:40][CH3:41])=[O:42].[C:11]([O:12][CH2:13][CH3:14])(=[O:15])[CH2:16][C:17]([CH3:18])=[O:19].[C:1]([CH2:2][CH3:3])(=[O:4])[CH2:5][C:6](=[O:7])[O:8][CH2:9][CH3:10]>>[C:1]([CH2:2][CH3:3])(=[O:4])[CH:5]([C:6](=[O:7])[O:8][CH2:9][CH3:10])[CH2:21][CH2:22][CH2:23][CH2:24][CH2:25][CH2:26][C:27](=[O:28])[O:29][CH2:30][CH3:31]. Starting materials: Nc1nc(C(=O)C(=O)NC2C(=O)N3C(C(=O)O)=C(CSc4cc(-c5ccc(O)c(O)c5)nc5ccnn45)CSC23)cs1, NOCc1cc(=O)c(O)co1, Cc1ccc(S(=O)(=O)O)cc1. The product is Nc1nc(C(=NOCc2cc(=O)c(O)co2)C(=O)NC2C(=O)N3C(C(=O)O)=C(CSc4cc(-c5ccc(O)c(O)c5)nc5ccnn45)CSC23)cs1. Reaction SMILES: [NH2:1][c:2]1[s:3][cH:4][c:5]([C:7]([C:8](=[O:9])[NH:10][CH:11]2[CH:12]3[S:13][CH2:14][C:15]([CH2:23][S:24][c:25]4[cH:26][c:27](-[c:34]5[cH:35][c:36]([OH:41])[c:37]([OH:40])[cH:38][cH:39]5)[n:28][c:29]5[n:30]4[n:31][cH:32][cH:33]5)=[C:16]([C:20](=[O:21])[OH:22])[N:17]3[C:18]2=[O:19])=[O:42])[n:6]1.[NH2:54][O:55][CH2:56][c:57]1[o:58][cH:59][c:60]([OH:64])[c:61](=[O:63])[cH:62]1.[c:43]1([CH3:44])[cH:45][cH:46][c:47]([S:48]([OH:49])(=[O:50])=[O:51])[cH:52][cH:53]1>>[NH2:1][c:2]1[s:3][cH:4][c:5]([C:7]([C:8](=[O:9])[NH:10][CH:11]2[CH:12]3[S:13][CH2:14][C:15]([CH2:23][S:24][c:25]4[cH:26][c:27](-[c:34]5[cH:35][c:36]([OH:41])[c:37]([OH:40])[cH:38][cH:39]5)[n:28][c:29]5[n:30]4[n:31][cH:32][cH:33]5)=[C:16]([C:20](=[O:21])[OH:22])[N:17]3[C:18]2=[O:19])=[N:54][O:55][CH2:56][c:57]2[o:58][cH:59][c:60]([OH:64])[c:61](=[O:63])[cH:62]2)[n:6]1.